Dataset: the Open Reaction Database (ORD), a public repository of structured organic reaction records. Task: describe an organic reaction: reactants, conditions, products, and yield Starting materials: CO, COC(=O)c1ccc(Cl)c(C(C)(C)C#N)c1, C1CCOC1, O. Yields the product CC(C)(C#N)c1cc(C(=O)O)ccc1Cl. Reaction SMILES: [CH3:17][OH:18].[Cl:1][c:2]1[c:3]([C:12]([CH3:13])([CH3:14])[C:15]#[N:16])[cH:4][c:5]([C:6](=[O:7])[O:8][CH3:9])[cH:10][cH:11]1.[O:20]1[CH2:21][CH2:22][CH2:23][CH2:24]1.[OH2:19]>>[Cl:1][c:2]1[c:3]([C:12]([CH3:13])([CH3:14])[C:15]#[N:16])[cH:4][c:5]([C:6](=[O:7])[OH:8])[cH:10][cH:11]1. The reactants are ClC1=C(C=O)C=C(C=C1)OC (2-chloro-5-methoxy-benzaldehyde), BrC1=CC(=C(C=C1)I)Cl (4-bromo-2-chloro-1-iodo-benzene), solution, C(C)(C)[Mg]Cl (isopropylmagnesium chloride). Solvent: C1CCOC1 (THF), C1CCOC1 (THF). Reaction conditions: temperature -40 celsius, time 20 minute. Product: BrC1=CC(=C(C=C1)C(O)C1=C(C=CC(=C1)OC)Cl)Cl ((4-Bromo-2-chloro-phenyl)-(2-chloro-5-methoxy-phenyl)-methanol). RXN SMILES: [Br:1][C:2]1[CH:7]=[CH:6][C:5](I)=[C:4]([Cl:9])[CH:3]=1.C([Mg]Cl)(C)C.[Cl:15][C:16]1[CH:23]=[CH:22][C:21]([O:24][CH3:25])=[CH:20][C:17]=1[CH:18]=[O:19]>C1COCC1>[Br:1][C:2]1[CH:7]=[CH:6][C:5]([CH:18]([C:17]2[CH:20]=[C:21]([O:24][CH3:25])[CH:22]=[CH:23][C:16]=2[Cl:15])[OH:19])=[C:4]([Cl:9])[CH:3]=1. Procedure details: To a solution of 4-bromo-2-chloro-1-iodo-benzene (10.0 g, 31.5 mmol) in THF (120 ml) was added 2 M solution of isopropylmagnesium chloride in THF (17.3 ml, 34.60 mmol) at −65° C. The reaction mixture was stirred at −40° C. for 20 min. After 2-chloro-5-methoxy-benzaldehyde (5.5 g, 32.20 mmol) was added, the reaction mixture was warmed to room temperature and stirred overnight. Then the solution was quenched with saturated aqueous solution of NH4Cl. The aqueous phase was extracted twice with dieth... The reactants are FC1=C(C(=CC=C1)O)O (3-fluorobenzene-1,2-diol), C1(=CC=CC=C1)COCC(C(COCC1=CC=CC=C1)O)O ((±)-1,4-bis (phenylmethoxy)-2,3-butanediol), bis (4-methylbenzenesulphonate), CN(C=O)C (dimethylformamide), C([O-])([O-])=O.[Cs+].[Cs+] (cesium carbonate). Solvent: C(C)(C)OC(C)C (di-isopropyl ether), O (water). Product: FC1=CC=CC=2O[C@H]([C@@H](OC21)COCC2=CC=CC=C2)COCC2=CC=CC=C2 ((±)-(trans)-5-Fluoro-2,3-dihydro-2,3-bis[(phenylmethoxy)methyl]-1,4-benzodioxin). Reaction SMILES: [F:1][C:2]1[CH:7]=[CH:6][CH:5]=[C:4]([OH:8])[C:3]=1[OH:9].[C:10]1([CH2:16][O:17][CH2:18][CH:19](O)[CH:20](O)[CH2:21][O:22][CH2:23][C:24]2[CH:29]=[CH:28][CH:27]=[CH:26][CH:25]=2)[CH:15]=[CH:14][CH:13]=[CH:12][CH:11]=1.CN(C)C=O.C(=O)([O-])[O-].[Cs+].[Cs+]>C(OC(C)C)(C)C.O>[F:1][C:2]1[C:3]2[O:9][C@@H:19]([CH2:18][O:17][CH2:16][C:10]3[CH:15]=[CH:14][CH:13]=[CH:12][CH:11]=3)[C@H:20]([CH2:21][O:22][CH2:23][C:24]3[CH:25]=[CH:26][CH:27]=[CH:28][CH:29]=3)[O:8][C:4]=2[CH:5]=[CH:6][CH:7]=1 |f:3.4.5|. Procedure: A mixture of 3-fluorobenzene-1,2-diol (5.12 g) and (R*, R*)-(±)-1,4-bis (phenylmethoxy)-2,3-butanediol, bis (4-methylbenzenesulphonate) (24.4 g) was stirred with dimethylformamide (DMF) (160 ml) under a nitrogen stream for 45 min. Anhydrous cesium carbonate (13.0 g) was added and the mixture was heated to 150° under reflux for 18 hours. The dark brown mixture was cooled to 30° and diluted with di-isopropyl ether (370 ml) and water (30 ml). The layers were separated and the aqueous layer was re-e... Reactants: COCOc1ccc(OCc2ccc(OCc3nc(-c4ccccc4)oc3C)cc2)c(CC#N)c1, C1CCOC1, O, O=S(=O)(O)O. The product is Cc1oc(-c2ccccc2)nc1COc1ccc(COc2ccc(O)cc2CC#N)cc1. As a reaction SMILES: [CH3:1][O:2][CH2:3][O:4][c:5]1[cH:6][cH:7][c:8]([O:14][CH2:15][c:16]2[cH:17][cH:18][c:19]([O:22][CH2:23][c:24]3[n:25][c:26](-[c:30]4[cH:31][cH:32][cH:33][cH:34][cH:35]4)[o:27][c:28]3[CH3:29])[cH:20][cH:21]2)[c:9]([CH2:11][C:12]#[N:13])[cH:10]1.[O:41]1[CH2:42][CH2:43][CH2:44][CH2:45]1.[OH2:46].[S:36](=[O:37])(=[O:38])([OH:39])[OH:40]>>[OH:4][c:5]1[cH:6][cH:7][c:8]([O:14][CH2:15][c:16]2[cH:17][cH:18][c:19]([O:22][CH2:23][c:24]3[n:25][c:26](-[c:30]4[cH:31][cH:32][cH:33][cH:34][cH:35]4)[o:27][c:28]3[CH3:29])[cH:20][cH:21]2)[c:9]([CH2:11][C:12]#[N:13])[cH:10]1.